The task is: describe an organic reaction: reactants, conditions, products, and yield. This data is from the Open Reaction Database (ORD), a public repository of structured organic reaction records. Reactants: CCOC(=O)CCCBr, CC(C)(C)OC(=O)NC1CCc2ccc(O)cc2C1, O=C([O-])[O-], CN(C)C=O, [Cs+], [Cs+], O. Yields the product CCOC(=O)CCCOc1ccc2c(c1)CC(NC(=O)OC(C)(C)C)CC2. RXN SMILES: [Br:26][CH2:27][CH2:28][CH2:29][C:30](=[O:31])[O:32][CH2:33][CH3:34].[C:1]([CH3:2])([CH3:3])([CH3:4])[O:5][C:6](=[O:7])[NH:8][CH:9]1[CH2:10][c:11]2[cH:12][c:13]([OH:19])[cH:14][cH:15][c:16]2[CH2:17][CH2:18]1.[C:20](=[O:21])([O-:22])[O-:23].[CH3:36][N:37]([CH3:38])[CH:39]=[O:40].[Cs+:24].[Cs+:25].[OH2:35]>>[C:1]([CH3:2])([CH3:3])([CH3:4])[O:5][C:6](=[O:7])[NH:8][CH:9]1[CH2:10][c:11]2[cH:12][c:13]([O:19][CH2:27][CH2:28][CH2:29][C:30](=[O:31])[O:32][CH2:33][CH3:34])[cH:14][cH:15][c:16]2[CH2:17][CH2:18]1. The reactants are C(C)(C)(C)OC(=O)N1C(SCC1)C(=O)O (3-(tert-butoxycarbonyl)-1,3-thiazolidine-2-carboxylic acid), S1C(=CC=C1)CN (2-thienylmethanamine), C1=CC=C(C=C1)/C(=N/O)/C2=CC=C(C=C2)[N+](=O)[O-] (oxime resin), C1(=CC=C(C=C1)S(=O)(=O)Cl)C1=CC=CC=C1 (1,1′-biphenyl-4-sulfonyl chloride). The product is C1(=CC=C(C=C1)S(=O)(=O)N1C(SCC1)C(=O)NCC=1SC=CC1)C1=CC=CC=C1 (3-([1,1′-biphenyl]-4-ylsulfonyl)-N-(2-thienylmethyl)-1,3-thiazolidine-2-carboxamide). Reaction SMILES: C(OC([N:8]1[CH2:12][CH2:11][S:10][CH:9]1[C:13]([OH:15])=O)=O)(C)(C)C.C1C=CC(/C(/C2C=CC([N+]([O-])=O)=CC=2)=N/O)=CC=1.[C:34]1([C:44]2[CH:49]=[CH:48][CH:47]=[CH:46][CH:45]=2)[CH:39]=[CH:38][C:37]([S:40](Cl)(=[O:42])=[O:41])=[CH:36][CH:35]=1.[S:50]1[CH:54]=[CH:53][CH:52]=[C:51]1[CH2:55][NH2:56]>>[C:34]1([C:44]2[CH:49]=[CH:48][CH:47]=[CH:46][CH:45]=2)[CH:39]=[CH:38][C:37]([S:40]([N:8]2[CH2:12][CH2:11][S:10][CH:9]2[C:13]([NH:56][CH2:55][C:51]2[S:50][CH:54]=[CH:53][CH:52]=2)=[O:15])(=[O:42])=[O:41])=[CH:36][CH:35]=1. Procedure details: Following the general solid phase method as outlined Example 33, starting from 3-(tert-butoxycarbonyl)-1,3-thiazolidine-2-carboxylic acid, Kaiser oxime resin, 1,1′-biphenyl-4-sulfonyl chloride and 2-thienylmethanamine, the title compound was obtained in 94% purity by HPLC. Starting materials: O=C([O-])[O-], CC(C)c1cc(C(C)C)c(-c2ccccc2P(C2CCCCC2)C2CCCCC2)c(C(C)C)c1, Fc1cccc(CSc2nc(Cl)cc(OC(F)F)n2)c1F, [Cs+], [Cs+], NS(=O)(=O)N1CCC1, O=C(C=Cc1ccccc1)C=Cc1ccccc1, C1COCCO1, O=C(C=Cc1ccccc1)C=Cc1ccccc1, O=C(C=Cc1ccccc1)C=Cc1ccccc1, [Pd], [Pd]. Yields the product O=S(=O)(Nc1cc(OC(F)F)nc(SCc2cccc(F)c2F)n1)N1CCC1. As a reaction SMILES: [C:43](=[O:44])([O-:45])[O-:46].[CH:9]1([P:10]([CH:11]2[CH2:12][CH2:13][CH2:14][CH2:15][CH2:16]2)[c:17]2[cH:18][cH:19][cH:20][cH:21][c:22]2-[c:23]2[c:24]([CH:25]([CH3:26])[CH3:27])[cH:28][c:29]([CH:30]([CH3:31])[CH3:32])[cH:33][c:34]2[CH:35]([CH3:36])[CH3:37])[CH2:38][CH2:39][CH2:40][CH2:41][CH2:42]1.[Cl:49][c:50]1[n:51][c:52]([S:60][CH2:61][c:62]2[c:63]([F:69])[c:64]([F:68])[cH:65][cH:66][cH:67]2)[n:53][c:54]([O:56][CH:57]([F:58])[F:59])[cH:55]1.[Cs+:47].[Cs+:48].[N:1]1([S:5](=[O:6])(=[O:7])[NH2:8])[CH2:2][CH2:3][CH2:4]1.[O:108]=[C:109]([CH:110]=[CH:111][c:112]1[cH:113][cH:114][cH:115][cH:116][cH:117]1)[CH:118]=[CH:119][c:120]1[cH:121][cH:122][cH:123][cH:124][cH:125]1.[O:126]1[CH2:127][CH2:128][O:129][CH2:130][CH2:131]1.[O:72]=[C:73]([CH:74]=[CH:75][c:76]1[cH:77][cH:78][cH:79][cH:80][cH:81]1)[CH:82]=[CH:83][c:84]1[cH:85][cH:86][cH:87][cH:88][cH:89]1.[O:90]=[C:91]([CH:92]=[CH:93][c:94]1[cH:95][cH:96][cH:97][cH:98][cH:99]1)[CH:100]=[CH:101][c:102]1[cH:103][cH:104][cH:105][cH:106][cH:107]1.[Pd:70].[Pd:71]>>[N:1]1([S:5](=[O:6])(=[O:7])[NH:8][c:50]2[n:51][c:52]([S:60][CH2:61][c:62]3[c:63]([F:69])[c:64]([F:68])[cH:65][cH:66][cH:67]3)[n:53][c:54]([O:56][CH:57]([F:58])[F:59])[cH:55]2)[CH2:2][CH2:3][CH2:4]1. Starting materials: C1(CC1)CN1C(N(C(C=2NC(=NC12)CC1=CC=C(C=C1)N(S(=O)(=O)C=1C(=NN(C1Cl)C)C)C)=O)CC1=C(C=CC=C1)F)=O (5-chloro-1,3-dimethyl-1H-pyrazole-4-sulfonic acid {4-[3-cyclopropylmethyl-1-(2-fluoro-benzyl)-2,6-dioxo-2,3,6,7-tetrahydro-1H-purin-8-ylmethyl]-phenyl}-methyl-amide). Reagents/catalysts: [Pd] (Pd/C). The solvent is CO (methanol). Reaction conditions: time 2 day. Yields the product C1(CC1)CN1C(N(C(C=2NC(=NC12)CC1=CC=C(C=C1)N(S(=O)(=O)C=1C(=NN(C1)C)C)C)=O)CC1=C(C=CC=C1)F)=O (1,3-dimethyl-1H-pyrazole-4-sulfonic acid {4-[3-cyclopropylmethyl-1-(2-fluoro-benzyl)-2,6-dioxo-2,3,6,7-tetrahydro-1H-purin-8-ylmethyl]-phenyl}-methyl-amide). Yield: 37.0%. RXN SMILES: [CH:1]1([CH2:4][N:5]2[C:13]3[N:12]=[C:11]([CH2:14][C:15]4[CH:20]=[CH:19][C:18]([N:21]([CH3:33])[S:22]([C:25]5[C:26]([CH3:32])=[N:27][N:28]([CH3:31])[C:29]=5Cl)(=[O:24])=[O:23])=[CH:17][CH:16]=4)[NH:10][C:9]=3[C:8](=[O:34])[N:7]([CH2:35][C:36]3[CH:41]=[CH:40][CH:39]=[CH:38][C:37]=3[F:42])[C:6]2=[O:43])[CH2:3][CH2:2]1>CO.[Pd]>[CH:1]1([CH2:4][N:5]2[C:13]3[N:12]=[C:11]([CH2:14][C:15]4[CH:20]=[CH:19][C:18]([N:21]([CH3:33])[S:22]([C:25]5[C:26]([CH3:32])=[N:27][N:28]([CH3:31])[CH:29]=5)(=[O:23])=[O:24])=[CH:17][CH:16]=4)[NH:10][C:9]=3[C:8](=[O:34])[N:7]([CH2:35][C:36]3[CH:41]=[CH:40][CH:39]=[CH:38][C:37]=3[F:42])[C:6]2=[O:43])[CH2:3][CH2:2]1. Reported procedure: A solution of 5-chloro-1,3-dimethyl-1H-pyrazole-4-sulfonic acid {4-[3-cyclopropylmethyl-1-(2-fluoro-benzyl)-2,6-dioxo-2,3,6,7-tetrahydro-1H-purin-8-ylmethyl]-phenyl}-methyl-amide (prepared as described in Example 18, 20 mg, 0.032 mmol) in methanol (20 mL) at 25° C. was treated with 10% Pd/C (100 mg). The reaction mixture was submitted to hydrogenation conditions in a Parr bomb at 48 psi for 2 d. At this time, the reaction mixture was filtered through a pad of celite and washed with 90/10 methyle... The reactants are CC(C)(C)OC(=O)N1C(C(OCc2ccccc2)C(Cc2cc(F)cc(F)c2)N(Cc2ccccc2)Cc2ccccc2)COC1(C)C, Cl, C1COCCO1. Yields the product Cl, NC(CO)C(OCc1ccccc1)C(Cc1cc(F)cc(F)c1)N(Cc1ccccc1)Cc1ccccc1. As a reaction SMILES: [C:1]([O:2][C:3](=[O:7])[N:8]1[C:4]([CH3:5])([CH3:6])[O:10][CH2:11][CH:12]1[CH:13]([CH:14]([CH2:15][c:16]1[cH:17][c:18]([F:23])[cH:19][c:20]([F:22])[cH:21]1)[N:24]([CH2:25][c:26]1[cH:27][cH:28][cH:29][cH:30][cH:31]1)[CH2:32][c:33]1[cH:34][cH:35][cH:36][cH:37][cH:38]1)[O:39][CH2:40][c:41]1[cH:42][cH:43][cH:44][cH:45][cH:46]1)([CH3:9])([CH3:47])[CH3:48].[ClH:49].[O:50]1[CH2:51][CH2:52][O:53][CH2:54][CH2:55]1>>[ClH:49].[NH2:8][CH:12]([CH2:11][OH:10])[CH:13]([CH:14]([CH2:15][c:16]1[cH:17][c:18]([F:23])[cH:19][c:20]([F:22])[cH:21]1)[N:24]([CH2:25][c:26]1[cH:27][cH:28][cH:29][cH:30][cH:31]1)[CH2:32][c:33]1[cH:34][cH:35][cH:36][cH:37][cH:38]1)[O:39][CH2:40][c:41]1[cH:42][cH:43][cH:44][cH:45][cH:46]1. Starting materials: NCCCCN1C=NC=2C(=NC=3C=CC=CC3C21)N (1-(4-aminobutyl)-1H-imidazo[4,5-c]quinolin-4-amine), N1=CC=CC2=CC=CC(=C12)C(=O)Cl (quinoline-8-carbonyl chloride). The product is NC1=NC=2C=CC=CC2C2=C1N=CN2CCCCNC(=O)C=2C=CC=C1C=CC=NC21 (N8-[4-(4-amino-1H-imidazo[4,5-c]quinolin-1-yl)butyl]-8-quinolinecarboxamide). Reaction SMILES: [NH2:1][CH2:2][CH2:3][CH2:4][CH2:5][N:6]1[C:18]2[C:17]3[CH:16]=[CH:15][CH:14]=[CH:13][C:12]=3[N:11]=[C:10]([NH2:19])[C:9]=2[N:8]=[CH:7]1.[N:20]1[C:29]2[C:24](=[CH:25][CH:26]=[CH:27][C:28]=2[C:30](Cl)=[O:31])[CH:23]=[CH:22][CH:21]=1>>[NH2:19][C:10]1[C:9]2[N:8]=[CH:7][N:6]([CH2:5][CH2:4][CH2:3][CH2:2][NH:1][C:30]([C:28]3[CH:27]=[CH:26][CH:25]=[C:24]4[C:29]=3[N:20]=[CH:21][CH:22]=[CH:23]4)=[O:31])[C:18]=2[C:17]2[CH:16]=[CH:15][CH:14]=[CH:13][C:12]=2[N:11]=1. Procedure details: According to the general method of Example 14, 1-(4-aminobutyl)-1H-imidazo[4,5-c]quinolin-4-amine and quinoline-8-carbonyl chloride were combined to provide N8-[4-(4-amino-1H-imidazo[4,5-c]quinolin-1-yl)butyl]-8-quinolinecarboxamide as a tan powder, m.p. 91.0-93.0° C. 1H NMR (300 MHz, DMSO-d6) δ 10.80 (t, J=5.5 Hz, 1H), 8.79 (dd, J=4.3, 1.8 Hz, 1H), 8.55-8.49 (m, 2H), 8.24 (s, 1H), 8.17 (dd, J=8.1, 1.5 Hz, 1H), 8.06 (d, J=7.2 Hz, 1H), 7.73 (t, J=7.8 Hz, 1H), 7.63-7.59 (m, 2H), 7.40 (dt J=7.1, 1.... Reactants: IC1=C(C=C(C(=O)O)C=C1)OC (4-iodo-3-methoxybenzoic acid), C(C)N(C(C)C)C(C)C (N-ethyl-N,N-diisopropylamine), CN(C)C(=[N+](C)C)ON1C2=C(C=CC=C2)N=N1.[B-](F)(F)(F)F (TBTU), CN1CCC(CC1)N (1-methylpiperidin-4-amine). Run in CN(C=O)C (dimethylformamide), O (water). Conditions: time 24 hour. Yields the product IC1=C(C=C(C(=O)NC2N(CCCC2)C)C=C1)OC (4-Iodo-3-methoxy-N-(1-methylpiperidin-yl)benzamide). The yield is 74.2%. As a reaction SMILES: [I:1][C:2]1[CH:10]=[CH:9][C:5]([C:6]([OH:8])=O)=[CH:4][C:3]=1[O:11][CH3:12].C([N:15](C(C)C)C(C)C)C.CN(C(ON1N=NC2C=CC=CC1=2)=[N+](C)C)C.[B-](F)(F)(F)F.[CH3:44][N:45]1[CH2:50][CH2:49][CH:48](N)[CH2:47][CH2:46]1>CN(C)C=O.O>[I:1][C:2]1[CH:10]=[CH:9][C:5]([C:6]([NH:15][CH:46]2[CH2:47][CH2:48][CH2:49][CH2:50][N:45]2[CH3:44])=[O:8])=[CH:4][C:3]=1[O:11][CH3:12] |f:2.3|. Reported procedure: A solution of 4-iodo-3-methoxybenzoic acid (250 mg, 0.90 mmol) in anhydrous dimethylformamide (8 mL) was treated with N-ethyl-N,N-diisopropylamine (0.63 mL, 3.6 mmol) and TBTU (404 mg, 1.26 mmol). The mixture was then treated with 1-methylpiperidin-4-amine (0.160 ml, 1.26 mmol). The reaction was stirred at room temperature for 24 h. The reaction was diluted with water and the resulting precipitate was collected by filtration to afford the title compound (250 mg, 71% yield).